The task is: describe an organic reaction: reactants, conditions, products, and yield. This data is from the Open Reaction Database (ORD), a public repository of structured organic reaction records. The reactants are C(C)(C)(C)[C@@H]1O[C@@](C(O1)=O)(C1=CC=CC=C1)[C@@H]1CC(CC1)=O ((2R,5R)-2-(t-butyl)-5-[(1S)-3-oxocyclopentyl]-5-phenyl-1,3-dioxolan-4-one), [BH4-].[Na+] (sodium borohydride). Solvent: C(C)OCC (diethyl ether), CO (methanol). Run at time 30 minute. Product: OC1C[C@H](CC1)[C@](C(=O)O)(C1=CC=CC=C1)O ((2R)-[(1S)-3-hydroxycyclopentyl]-2-hydroxy-2-phenylacetic acid). Yield: 118.9%. As a reaction SMILES: C([C@H]1[O:9][C:8](=[O:10])[C@@:7]([C@H:17]2[CH2:21][CH2:20][C:19](=[O:22])[CH2:18]2)([C:11]2[CH:16]=[CH:15][CH:14]=[CH:13][CH:12]=2)[O:6]1)(C)(C)C.[BH4-].[Na+]>CO.C(OCC)C>[OH:22][CH:19]1[CH2:20][CH2:21][C@H:17]([C@@:7]([OH:6])([C:11]2[CH:12]=[CH:13][CH:14]=[CH:15][CH:16]=2)[C:8]([OH:10])=[O:9])[CH2:18]1 |f:1.2|. Procedure: To a solution of 169 mg of (2R,5R)-2-(t-butyl)-5-[(1S)-3-oxocyclopentyl]-5-phenyl-1,3-dioxolan-4-one in 2 ml of methanol, 71 mg of sodium borohydride was added under cooling with ice, followed by stirring for 30 minutes at the same temperature. The reaction mixture was diluted with diethyl ether, washed with water and then brine, and dried over anhydrous magnesium sulfate. Distilling the solvent off under reduced pressure, 157 mg of the title compound was obtained as a colorless oil. The reactants are FC(C(O)(C1=CC(=C(C(=C1)C)N([Si](C)(C)C)[Si](C)(C)C)C)C1=CC=C(C=C1)F)(F)F (2,2,2-trifluoro-1-(4-fluoro-phenyl)-1-[4-(1,1,1,3,3,3-hexamethyl disilazan-2-yl)-3,5-dimethyl-phenyl]-ethanol), Cl (hydrochloric acid), [OH-].[Na+] (sodium hydroxide). Run in O1CCCC1 (tetrahydrofuran). Reaction conditions: temperature 20 celsius, time 15 hour. Yields the product NC1=C(C=C(C=C1C)C(C(F)(F)F)(O)C1=CC=C(C=C1)F)C (1-(4-amino-3,5-dimethyl-phenyl)-2,2,2-trifluoro-1-(4-fluorophenyl)-ethanol). RXN SMILES: [F:1][C:2]([F:30])([F:29])[C:3]([C:22]1[CH:27]=[CH:26][C:25]([F:28])=[CH:24][CH:23]=1)([C:5]1[CH:10]=[C:9]([CH3:11])[C:8]([N:12]([Si](C)(C)C)[Si](C)(C)C)=[C:7]([CH3:21])[CH:6]=1)[OH:4].Cl.[OH-].[Na+]>O1CCCC1>[NH2:12][C:8]1[C:9]([CH3:11])=[CH:10][C:5]([C:3]([C:22]2[CH:27]=[CH:26][C:25]([F:28])=[CH:24][CH:23]=2)([OH:4])[C:2]([F:1])([F:29])[F:30])=[CH:6][C:7]=1[CH3:21] |f:2.3|. Procedure details: To a solution of 2,2,2-trifluoro-1-(4-fluoro-phenyl)-1-[4-(1,1,1,3,3,3-hexamethyl disilazan-2-yl)-3,5-dimethyl-phenyl]-ethanol (Example I2) (5 mmol) in tetrahydrofuran (15 ml) was added aqueous hydrochloric acid (concentrated) (1 ml) at 20° C. The reaction mixture was stirred at 20° C. for 15 hours. The reaction mixture was neutralized by addition of aqueous sodium hydroxide (4M). The mixture was extracted with diethyl ether. The organic phase was dried over sodium sulfate, filtered through a pl... Starting materials: CN(\C=C\C1=NC=NC=C1)C (dimethyl-[(E)-2-(4-pyrimidinyl)vinyl]amine), NOS(=O)(=O)O (hydroxylamine-O-sulfonic acid), C(O)([O-])=O (hydrogen-carbonate). Run in aqueous solution. Conditions: temperature 50 celsius, time 30 minute. Yields the product N1=CN=C(C=C1)CC#N (4-pyrimidinylacetonitrile). Yield: 39.1%. RXN SMILES: C[N:2](C)/[CH:3]=[CH:4]/[C:5]1[CH:10]=[CH:9][N:8]=[CH:7][N:6]=1.NOS(O)(=O)=O.C(=O)([O-])O>>[N:8]1[CH:9]=[CH:10][C:5]([CH2:4][C:3]#[N:2])=[N:6][CH:7]=1. Procedure details: To 70 mL of an aqueous solution containing 5 g of dimethyl-[(E)-2-(4-pyrimidinyl)vinyl]amine, 9.48 g of hydroxylamine-O-sulfonic acid was added and stirred at 50° C. for 30 minutes. The reaction solution was made basic by addition of saturated aqueous hydrogen-carbonate solution under cooling with ice, and extracted with ethyl acetate. The ethyl acetate extract was dried over anhydrous magnesium sulfate and removed of the solvent by distillation under reduced pressure. Thus obtained residue was ... The reactants are N1[C@@H](CCC1=O)C(=O)N[C@H](C)C(=O)N[C@@H](CCCCNC(=O)OC(C)(C)C)C(=O)N[C@@H](CO)C(=O)N[C@@H](CCC(N)=O)C(=O)NCC(=O)N[C@H](C)C(=O)N[C@@H](CO)C(=O)N[C@@H](CC(N)=O)C(=O)OC(C)(C)C (pGlu-(D)-Ala-Lys(Boc)-Ser-Gln-Gly-(D)-Ala-Ser-Asn-OBut). Run in FC(C(=O)O)(F)F (trifluoroacetic acid). Conditions: time 60 minute. Yields the product N1[C@@H](CCC1=O)C(=O)N[C@H](C)C(=O)N[C@@H](CCCCN)C(=O)N[C@@H](CO)C(=O)N[C@@H](CCC(N)=O)C(=O)NCC(=O)N[C@H](C)C(=O)N[C@@H](CO)C(=O)N[C@@H](CC(N)=O)C(=O)O (pGlu-(D)-Ala-Lys-Ser-Gln-Gly-(D)-Ala-Ser-Asn-OH). RXN SMILES: [NH:1]1[C:5](=[O:6])[CH2:4][CH2:3][C@H:2]1[C:7]([NH:9][C@@H:10]([C:12]([NH:14][C@H:15]([C:28]([NH:30][C@H:31]([C:34]([NH:36][C@H:37]([C:43]([NH:45][CH2:46][C:47]([NH:49][C@@H:50]([C:52]([NH:54][C@H:55]([C:58]([NH:60][C@H:61]([C:66]([O:68]C(C)(C)C)=[O:67])[CH2:62][C:63](=[O:65])[NH2:64])=[O:59])[CH2:56][OH:57])=[O:53])[CH3:51])=[O:48])=[O:44])[CH2:38][CH2:39][C:40](=[O:42])[NH2:41])=[O:35])[CH2:32][OH:33])=[O:29])[CH2:16][CH2:17][CH2:18][CH2:19][NH:20]C(OC(C)(C)C)=O)=[O:13])[CH3:11])=[O:8]>FC(F)(F)C(O)=O>[NH:1]1[C:5](=[O:6])[CH2:4][CH2:3][C@H:2]1[C:7]([NH:9][C@@H:10]([C:12]([NH:14][C@H:15]([C:28]([NH:30][C@H:31]([C:34]([NH:36][C@H:37]([C:43]([NH:45][CH2:46][C:47]([NH:49][C@@H:50]([C:52]([NH:54][C@H:55]([C:58]([NH:60][C@H:61]([C:66]([OH:68])=[O:67])[CH2:62][C:63](=[O:65])[NH2:64])=[O:59])[CH2:56][OH:57])=[O:53])[CH3:51])=[O:48])=[O:44])[CH2:38][CH2:39][C:40](=[O:42])[NH2:41])=[O:35])[CH2:32][OH:33])=[O:29])[CH2:16][CH2:17][CH2:18][CH2:19][NH2:20])=[O:13])[CH3:11])=[O:8]. Reported procedure: In 2 ml of trifluoroacetic acid is dissolved 250 mg of pGlu-(D)-Ala-Lys(Boc)-Ser-Gln-Gly-(D)-Ala-Ser-Asn-OBut and the solution is allowed to stand at room temperature for 60 minutes. The solvent is distilled off and the residue is precipitated with ether and recovered by filtration. The resulting powders are dissolved in 50 ml of water and passed through a column of Amberlite IRA-410 (acetate-form) (2×5 cm). The effluent is combined with washings and lyophilized. The powdery lyophilizate is diss... The reactants are ClC1=NC=C(C(=O)NC2=CC=C(C=C2)OC(F)(F)F)C=C1I (6-chloro-5-iodo-N-(4-(trifluoromethoxy)phenyl)nicotinamide), CCCCCC (n-hexane), FC=1C=NC=C(C1)B1OC(C)(C)C(C)(C)O1 (3-fluoropyridine-5-boronic acid pinacol ester), crude product. Run in C(Cl)Cl (DCM). Yields the product ClC1=NC=C(C=C1C=1C=NC=C(C1)F)C(=O)NC1=CC=C(C=C1)OC(F)(F)F (2-Chloro-5′-fluoro-N-(4-(trifluoromethoxy)phenyl)-[3,3′-bipyridine]-5-carboxamide). As a reaction SMILES: [Cl:1][C:2]1[C:21](I)=[CH:20][C:5]([C:6]([NH:8][C:9]2[CH:14]=[CH:13][C:12]([O:15][C:16]([F:19])([F:18])[F:17])=[CH:11][CH:10]=2)=[O:7])=[CH:4][N:3]=1.[F:23][C:24]1[CH:25]=[N:26][CH:27]=[C:28](B2OC(C)(C)C(C)(C)O2)[CH:29]=1.CCCCCC>C(Cl)Cl>[Cl:1][C:2]1[C:21]([C:28]2[CH:27]=[N:26][CH:25]=[C:24]([F:23])[CH:29]=2)=[CH:20][C:5]([C:6]([NH:8][C:9]2[CH:14]=[CH:13][C:12]([O:15][C:16]([F:19])([F:18])[F:17])=[CH:11][CH:10]=2)=[O:7])=[CH:4][N:3]=1. Reported procedure: The title compound was prepared in an analogous fashion to that described in Stage 223.1 using 6-chloro-5-iodo-N-(4-(trifluoromethoxy)phenyl)nicotinamide and 3-fluoropyridine-5-boronic acid pinacol ester. The crude product was dissolved in DCM (20 mL) and treated with n-hexane. The resulting solid was filtered off, washed with n-hexane and dried to afford the title product as a beige solid. UPLC-MS (Condition 3) tR=1.13 min, m/z=412 [M+H]+.